describe an organic reaction: reactants, conditions, products, and yield From a dataset of the Open Reaction Database (ORD), a public repository of structured organic reaction records. Reaction SMILES: [CH3:1][C:2]1[N:3]=[N:4][S:5][C:6]=1[C:7]1[S:8][CH:9]=[C:10]([CH2:12][OH:13])[N:11]=1>C(Cl)Cl.CO.O=[Mn]=O>[CH3:1][C:2]1[N:3]=[N:4][S:5][C:6]=1[C:7]1[S:8][CH:9]=[C:10]([CH:12]=[O:13])[N:11]=1. The solvent is C(Cl)Cl (CH2Cl2), CO (methanol). Yields the product CC=1N=NSC1C=1SC=C(N1)C=O (2-(4-methyl[1,2,3]thiadiazol-5-yl)thiazole-4-carbaldehyde). The reagents and catalysts are O=[Mn]=O (MnO2). Procedure: A mixture of [2-(4-methyl[1,2,3]thiadiazol-5-yl)thiazol-4-yl]methanol (1.06 g; 4.97 mmol) and MnO2 (8.64 g; 99.39 mmol) in CH2Cl2 (100 ml) and methanol (10 ml) was refluxed for 6 hours. Reactants: CC=1N=NSC1C=1SC=C(N1)CO ([2-(4-methyl[1,2,3]thiadiazol-5-yl)thiazol-4-yl]methanol). The reactants are 10, ClCCCNC1=C(C=C(C=C1)C(F)(F)F)[N+](=O)[O-] (N-(3-chloropropyl)-2-nitro-4-(trifluoromethyl)benzenamine), C1(=CC=CC=C1)C(N1CCNCC1)C1=CC=CC=C1 (1-(diphenylmethyl)piperazine), C([O-])([O-])=O.[Na+].[Na+] (sodium carbonate), [I-].[K+] (potassium iodide). Run in CC(CC(C)=O)C (4-methyl-2-pentanone), O (water). Product: C1(=CC=CC=C1)C(N1CCN(CC1)CCCNC1=C(C=C(C=C1)C(F)(F)F)[N+](=O)[O-])C1=CC=CC=C1 (4-(diphenylmethyl)-N-[2-nitro-4-(trifluoromethyl)phenyl]-1-piperazinepropanamine). As a reaction SMILES: Cl[CH2:2][CH2:3][CH2:4][NH:5][C:6]1[CH:11]=[CH:10][C:9]([C:12]([F:15])([F:14])[F:13])=[CH:8][C:7]=1[N+:16]([O-:18])=[O:17].[C:19]1([CH:25]([C:32]2[CH:37]=[CH:36][CH:35]=[CH:34][CH:33]=2)[N:26]2[CH2:31][CH2:30][NH:29][CH2:28][CH2:27]2)[CH:24]=[CH:23][CH:22]=[CH:21][CH:20]=1.C(=O)([O-])[O-].[Na+].[Na+].[I-].[K+]>O.CC(C)CC(=O)C>[C:32]1([CH:25]([C:19]2[CH:24]=[CH:23][CH:22]=[CH:21][CH:20]=2)[N:26]2[CH2:27][CH2:28][N:29]([CH2:2][CH2:3][CH2:4][NH:5][C:6]3[CH:11]=[CH:10][C:9]([C:12]([F:15])([F:14])[F:13])=[CH:8][C:7]=3[N+:16]([O-:18])=[O:17])[CH2:30][CH2:31]2)[CH:33]=[CH:34][CH:35]=[CH:36][CH:37]=1 |f:2.3.4,5.6|. Procedure details: A mixture of 10 parts of N-(3-chloropropyl)-2-nitro-4-(trifluoromethyl)benzenamine, 8.11 parts of 1-(diphenylmethyl)piperazine, 8.37 parts of sodium carbonate, 0.1 parts of potassium iodide and 200 parts of 4-methyl-2-pentanone is stirred and refluxed overnight. The reaction mixture is cooled and water is added. The organic phase is separated, washed with water, dried, filtered and evaporated. The oily residue is crystallized from 2-propanol. The product is filtered off and dried, yielding 4-(di... Starting materials: CC1=NC(c2ccccc2)(c2ccccc2)C(=O)N1CCc1ccc([N+](=O)[O-])cc1, CCO, N, O. Yields the product CC1=NC(c2ccccc2)(c2ccccc2)C(=O)N1CCc1ccc(N)cc1. As a reaction SMILES: [CH3:1][C:2]1=[N:3][C:4]([c:19]2[cH:20][cH:21][cH:22][cH:23][cH:24]2)([c:25]2[cH:26][cH:27][cH:28][cH:29][cH:30]2)[C:5](=[O:18])[N:6]1[CH2:7][CH2:8][c:9]1[cH:10][cH:11][c:12]([N+:15]([O-:16])=[O:17])[cH:13][cH:14]1.[CH3:31][CH2:32][OH:33].[NH3:35].[OH2:34]>>[CH3:1][C:2]1=[N:3][C:4]([c:19]2[cH:20][cH:21][cH:22][cH:23][cH:24]2)([c:25]2[cH:26][cH:27][cH:28][cH:29][cH:30]2)[C:5](=[O:18])[N:6]1[CH2:7][CH2:8][c:9]1[cH:10][cH:11][c:12]([NH2:15])[cH:13][cH:14]1. The reactants are C(C)(=O)OC(C)=O (Acetic anhydride), ClC1=CC=C(C=C1)C1=NC(=NC(=N1)O)NN (6-(4-chlorophenyl)-4-hydrazino-2-hydroxy-1,3,5-triazine). Run in C1CCOC1 (THF). Yields the product C(C)(=O)NNC1=NC(=NC(=N1)C1=CC=C(C=C1)Cl)O (4-Acetylhydrazino-6-(4-Chlorophenyl)-2-hydroxy-1,3,5-triazine). As a reaction SMILES: C(O[C:5](=[O:7])[CH3:6])(=O)C.[Cl:8][C:9]1[CH:14]=[CH:13][C:12]([C:15]2[N:20]=[C:19]([OH:21])[N:18]=[C:17]([NH:22][NH2:23])[N:16]=2)=[CH:11][CH:10]=1>C1COCC1>[C:5]([NH:23][NH:22][C:17]1[N:16]=[C:15]([C:12]2[CH:11]=[CH:10][C:9]([Cl:8])=[CH:14][CH:13]=2)[N:20]=[C:19]([OH:21])[N:18]=1)(=[O:7])[CH3:6]. Procedure: Acetic anhydride (6 ml) is added to a suspension of 6-(4-chlorophenyl)-4-hydrazino-2-hydroxy-1,3,5-triazine in THF (500 ml) and the mixture stirred under reflux for 21/2 hours. The mixture is cooled to RT overnight and the solid filtered, washed with ether and air dried, yielding 13.95 g of the solid. The solid is washed in 500 ml of boiling dioxane, filtered, washed with ether and air dried, leaving 13.8 g of the acetyl hydrazine triazine, m.p. 250° C. The reactants are ClC1=NN2C(C=3CCCCC13)=NN=C2 (6-chloro-7,8,9,10-tetrahydro-1,2,4-triazolo[3,4-a]phthalazine), NCCN1CCC(CC1)C (1-(2-aminoethyl)-4-methylpiperidine), ice water. The product is CC1CCN(CC1)CCNC1=NN2C(C=3CCCCC13)=NN=C2 (6-[2-(4-methyl-1-piperidinyl)ethylamino]-7,8,9,10-tetrahydro-1,2,4-triazolo[3,4-a]phthalazine). Reaction SMILES: Cl[C:2]1[C:11]2[CH2:10][CH2:9][CH2:8][CH2:7][C:6]=2[C:5]2=[N:12][N:13]=[CH:14][N:4]2[N:3]=1.[NH2:15][CH2:16][CH2:17][N:18]1[CH2:23][CH2:22][CH:21]([CH3:24])[CH2:20][CH2:19]1>>[CH3:24][CH:21]1[CH2:22][CH2:23][N:18]([CH2:17][CH2:16][NH:15][C:2]2[C:11]3[CH2:10][CH2:9][CH2:8][CH2:7][C:6]=3[C:5]3=[N:12][N:13]=[CH:14][N:4]3[N:3]=2)[CH2:19][CH2:20]1. Procedure details: A solution of 5.0 g of 6-chloro-7,8,9,10-tetrahydro-1,2,4-triazolo[3,4-a]phthalazine in 25 ml of 1-(2-aminoethyl)-4-methylpiperidine was heated at reflux for 15 hours and then poured into ice water. The resulting off-white solid was separated by filtration and recrystallized from toluene to give 6-[2-(4-methyl-1-piperidinyl)ethylamino]-7,8,9,10-tetrahydro-1,2,4-triazolo[3,4-a]phthalazine melting at about 180°-181° C. The reactants are [OH-].[K+] (potassium hydroxide), C(=O)=O (carbon dioxide), [Na] (sodium). Procedure: For example the method might involve nebulizing an aqueous solution of sodium or potassium hydroxide to generate an aerosol of droplets of size less than about 10 μm, contacting the aerosol with carbon dioxide gas, and drying the droplets in the aerosol, so as to form an aerosol of dry particles of sodium or potassium carbonate and/or bicarbonate. Product: [Na] (sodium), C([O-])([O-])=O.[K+].[K+] (potassium carbonate), C([O-])(O)=O (bicarbonate). Reaction SMILES: [Na:1].[OH-:2].[K+:3].[C:4](=[O:6])=[O:5]>>[Na:1].[C:4](=[O:2])([O-:6])[O-:5].[K+:3].[K+:3].[C:4](=[O:2])([OH:6])[O-:5] |f:1.2,5.6.7,^1:0,6|. The reactants are ClC1=NC=C(C(=N1)C)F (Racemic 2-chloro-5-fluoro-4-methylpyrimidine), COC(=O)C1C(CC(CC1)(O)C=1SC(=CN1)C1=CC(=CC(=C1)C)N)(C)C (methyl-4-[5-(3-amino-5-methylphenyl)-1,3-thiazol-2-yl]-4-hydroxy-2,2-dimethylcyclohexanecarboxylate), CC1(C2=C(C(=CC=C2)P(C3=CC=CC=C3)C4=CC=CC=C4)OC5=C(C=CC=C51)P(C6=CC=CC=C6)C7=CC=CC=C7)C (Xantphos), C(=O)([O-])[O-].[Cs+].[Cs+] (Cs2CO3). Reagents/catalysts: CC(=O)[O-].CC(=O)[O-].[Pd+2] (Pd(OAc)2). Conditions: temperature 110 celsius. Yields the product COC(=O)C1C(CC(CC1)(O)C=1SC(=CN1)C1=CC(=CC(=C1)C)NC1=NC=C(C(=N1)C)F)(C)C (racemic methyl-4-(5-{3-[(5-fluoro-4-methylpyrimidin-2-yl)amino]-5-methylphenyl}-1,3-thiazol-2-yl)-4-hydroxy-2,2-dimethylcyclohexanecarboxylate). The yield is 86.5%. Reaction SMILES: Cl[C:2]1[N:7]=[C:6]([CH3:8])[C:5]([F:9])=[CH:4][N:3]=1.[CH3:10][O:11][C:12]([CH:14]1[CH2:19][CH2:18][C:17]([C:21]2[S:22][C:23]([C:26]3[CH:31]=[C:30]([CH3:32])[CH:29]=[C:28]([NH2:33])[CH:27]=3)=[CH:24][N:25]=2)([OH:20])[CH2:16][C:15]1([CH3:35])[CH3:34])=[O:13].CC1(C)C2C(=C(P(C3C=CC=CC=3)C3C=CC=CC=3)C=CC=2)OC2C(P(C3C=CC=CC=3)C3C=CC=CC=3)=CC=CC1=2.C([O-])([O-])=O.[Cs+].[Cs+]>CC([O-])=O.CC([O-])=O.[Pd+2]>[CH3:10][O:11][C:12]([CH:14]1[CH2:19][CH2:18][C:17]([C:21]2[S:22][C:23]([C:26]3[CH:31]=[C:30]([CH3:32])[CH:29]=[C:28]([NH:33][C:2]4[N:7]=[C:6]([CH3:8])[C:5]([F:9])=[CH:4][N:3]=4)[CH:27]=3)=[CH:24][N:25]=2)([OH:20])[CH2:16][C:15]1([CH3:35])[CH3:34])=[O:13] |f:3.4.5,6.7.8|. Procedure: Racemic 2-chloro-5-fluoro-4-methylpyrimidine (50.0 mg, 0.341 mmol), methyl-4-[5-(3-amino-5-methylphenyl)-1,3-thiazol-2-yl]-4-hydroxy-2,2-dimethylcyclohexanecarboxylate (128 mg, 0.341 mmol), Pd(OAc)2 (15.3 mg, 0.0680 mmol), Xantphos (59.2 mg, 0.102 mmol), and Cs2CO3 (222 mg, 0.682 mmol) were combined in a flask and degassed with argon. To this solid mixture was added dioxane (2.0 mL), and the resulting mixture was degassed with argon for 5 min. The reaction mixture was heated to 110° C. for 1.5 h...